This data is from the Open Reaction Database (ORD), a public repository of structured organic reaction records. The task is: describe an organic reaction: reactants, conditions, products, and yield Starting materials: COC(=O)c1ccc2nc(-c3cc(NC(=O)OC(C)(C)C)cn3C)[nH]c2n1, Cl, [Na+], C1COCCO1, [OH-], O. The product is Cn1cc(NC(=O)OC(C)(C)C)cc1-c1nc2ccc(C(=O)O)nc2[nH]1. RXN SMILES: [CH3:1][O:2][C:3](=[O:4])[c:5]1[cH:6][cH:7][c:8]2[c:9]([n:10]1)[nH:11][c:12](-[c:14]1[n:15]([CH3:27])[cH:16][c:17]([NH:19][C:20](=[O:21])[O:22][C:23]([CH3:24])([CH3:25])[CH3:26])[cH:18]1)[n:13]2.[ClH:28].[Na+:30].[O:32]1[CH2:33][CH2:34][O:35][CH2:36][CH2:37]1.[OH-:29].[OH2:31]>>[O:2]=[C:3]([OH:4])[c:5]1[cH:6][cH:7][c:8]2[c:9]([n:10]1)[nH:11][c:12](-[c:14]1[n:15]([CH3:27])[cH:16][c:17]([NH:19][C:20](=[O:21])[O:22][C:23]([CH3:24])([CH3:25])[CH3:26])[cH:18]1)[n:13]2. Reactants: CC(C)(C)OC(=O)NC(Cc1ccccc1)C1CO1, c1ccc2[nH]cnc2c1. Yields the product CC(C)(C)OC(=O)NC(Cc1ccccc1)C(O)Cn1cnc2ccccc21. RXN SMILES: [C:1]([CH3:2])([CH3:3])([CH3:4])[O:5][C:6]([NH:7][CH:8]([CH2:9][c:10]1[cH:11][cH:12][cH:13][cH:14][cH:15]1)[CH:16]1[O:17][CH2:18]1)=[O:19].[n:20]1[cH:21][nH:22][c:23]2[c:24]1[cH:25][cH:26][cH:27][cH:28]2>>[C:1]([CH3:2])([CH3:3])([CH3:4])[O:5][C:6]([NH:7][CH:8]([CH2:9][c:10]1[cH:11][cH:12][cH:13][cH:14][cH:15]1)[CH:16]([OH:17])[CH2:18][n:20]1[cH:21][n:22][c:23]2[c:24]1[cH:25][cH:26][cH:27][cH:28]2)=[O:19]. The reactants are Cc1cc(N)c(C)c(Cl)c1O, ClCCl, O=C=NC(=O)c1c(F)cccc1F. The product is Cc1cc(NC(=O)NC(=O)c2c(F)cccc2F)c(C)c(Cl)c1O. Reaction SMILES: [CH3:1][c:2]1[c:3]([OH:11])[c:4]([Cl:10])[c:5]([CH3:9])[c:6]([NH2:8])[cH:7]1.[Cl:25][CH2:26][Cl:27].[F:12][c:13]1[c:14]([C:15](=[O:16])[N:17]=[C:18]=[O:19])[c:20]([F:24])[cH:21][cH:22][cH:23]1>>[CH3:1][c:2]1[c:3]([OH:11])[c:4]([Cl:10])[c:5]([CH3:9])[c:6]([NH:8][C:18]([NH:17][C:15]([c:14]2[c:13]([F:12])[cH:23][cH:22][cH:21][c:20]2[F:24])=[O:16])=[O:19])[cH:7]1. Starting materials: Clc1cccc(Cl)c1N=C1NCCN1OCc1ccccc1, CC(=O)O, [H][H], O=[Pt], O=S(=O)(O)O. The product is ON1CCNC1=Nc1c(Cl)cccc1Cl. RXN SMILES: [CH2:1]([c:2]1[cH:3][cH:4][cH:5][cH:6][cH:7]1)[O:8][N:9]1[C:10](=[N:14][c:15]2[c:16]([Cl:22])[cH:17][cH:18][cH:19][c:20]2[Cl:21])[NH:11][CH2:12][CH2:13]1.[CH3:32][C:33](=[O:34])[OH:35].[H:28][H:29].[Pt:30]=[O:31].[S:23](=[O:24])(=[O:25])([OH:26])[OH:27]>>[OH:8][N:9]1[C:10](=[N:14][c:15]2[c:16]([Cl:22])[cH:17][cH:18][cH:19][c:20]2[Cl:21])[NH:11][CH2:12][CH2:13]1. The reactants are C(C)N(CCCNC1=NNC2=C(C=C(C=C12)[N+](=O)[O-])[N+](=O)[O-])CC (3-(3-diethylaminopropylamino)-5,7-dinitroindazole), Cl (hydrochloric acid), CO (methyl alcohol), O (water). Reagents/catalysts: [Fe] (iron). The solvent is C(Cl)(Cl)Cl (chloroform). Conditions: temperature 70 celsius, time 1.5 hour. Yields the product C(C)N(CCCNC1=NNC2=C(C=C(C=C12)N)N)CC (3-(3-diethylaminopropylamino)-5,7-diaminoindazole). Yield: 22.6%. Reaction SMILES: [CH2:1]([N:3]([CH2:23][CH3:24])[CH2:4][CH2:5][CH2:6][NH:7][C:8]1[C:16]2[C:11](=[C:12]([N+:20]([O-])=O)[CH:13]=[C:14]([N+:17]([O-])=O)[CH:15]=2)[NH:10][N:9]=1)[CH3:2].CO.O.Cl>[Fe].C(Cl)(Cl)Cl>[CH2:23]([N:3]([CH2:1][CH3:2])[CH2:4][CH2:5][CH2:6][NH:7][C:8]1[C:16]2[C:11](=[C:12]([NH2:20])[CH:13]=[C:14]([NH2:17])[CH:15]=2)[NH:10][N:9]=1)[CH3:24]. Procedure details: A mixture consisting of 9.0 g of the 3-(3-diethylaminopropylamino)-5,7-dinitroindazole, 18 g of iron powder, 60 ml of methyl alcohol, 30 ml of water and 3 ml of hydrochloric acid was stirred for 1.5 hours at 70° C. After cooling, the mixture was filtered, and the pH of the filtrate was adjusted to 11 with an aqueous potassium carbonate solution. The filtrate was extracted three times with 50 ml of ethyl acetate. The ethyl acetate layer was washed with water and dried over anhydrous sodium sulfat... The reactants are NC1=C(C=CC=C1CC)C(=O)C1=CC=CC=C1 ((2-amino-3-ethyl-phenyl)-phenyl-methanone), ClC(CC(=O)OC)=O (methyl 3-chloro-3-oxopropanoate). Yields the product COC(CC(=O)NC1=C(C=CC=C1CC)C(C1=CC=CC=C1)=O)=O (N-(2-Benzoyl-6-ethyl-phenyl)-malonamic acid methyl ester). RXN SMILES: [NH2:1][C:2]1[C:7]([CH2:8][CH3:9])=[CH:6][CH:5]=[CH:4][C:3]=1[C:10]([C:12]1[CH:17]=[CH:16][CH:15]=[CH:14][CH:13]=1)=[O:11].Cl[C:19](=[O:25])[CH2:20][C:21]([O:23][CH3:24])=[O:22]>>[CH3:24][O:23][C:21](=[O:22])[CH2:20][C:19]([NH:1][C:2]1[C:7]([CH2:8][CH3:9])=[CH:6][CH:5]=[CH:4][C:3]=1[C:10](=[O:11])[C:12]1[CH:13]=[CH:14][CH:15]=[CH:16][CH:17]=1)=[O:25]. Procedure details: The title compound was prepared in analogy to example 21 step A from (2-amino-3-ethyl-phenyl)-phenyl-methanone and methyl 3-chloro-3-oxopropanoate. White solid. MS (ESI): 326.2 (M+H)+.